From a dataset of the Open Reaction Database (ORD), a public repository of structured organic reaction records. describe an organic reaction: reactants, conditions, products, and yield Starting materials: [Al+3], COc1ccc2cc(C(C)=O)ccc2c1Br, Cc1ccccc1, [Cl-], [Cl-], [Cl-], Cl. The product is COc1ccc2cc(C(C)=O)ccc2c1. As a reaction SMILES: [Al+3:2].[C:5]([CH3:6])(=[O:7])[c:8]1[cH:9][c:10]2[cH:11][cH:12][c:13]([O:19][CH3:20])[c:14]([Br:18])[c:15]2[cH:16][cH:17]1.[CH3:22][c:23]1[cH:24][cH:25][cH:26][cH:27][cH:28]1.[Cl-:1].[Cl-:3].[Cl-:4].[ClH:21]>>[C:5]([CH3:6])(=[O:7])[c:8]1[cH:9][c:10]2[cH:11][cH:12][c:13]([O:19][CH3:20])[cH:14][c:15]2[cH:16][cH:17]1. The reactants are CN(CCC(CC1=C(C(=O)NC)C=CC=C1)(C1=CC=CC=C1)O)C (2-(β-[2-dimethylaminoethyl]-β-hydroxyphenethyl)-N-methylbenzamide). The solvent is ClC1=C(C=CC=C1)Cl (o-dichloro benzene). Yields the product CN(CCC1(OC(=O)C2=CC=CC=C2C1)C1=CC=CC=C1)C (3-[2-dimethylaminoethyl]-3,4-dihydro-3-phenylisocoumarin). RXN SMILES: [CH3:1][N:2]([CH3:24])[CH2:3][CH2:4][C:5]([OH:23])([C:17]1[CH:22]=[CH:21][CH:20]=[CH:19][CH:18]=1)[CH2:6][C:7]1[CH:16]=[CH:15][CH:14]=[CH:13][C:8]=1[C:9](NC)=[O:10]>ClC1C=CC=CC=1Cl>[CH3:1][N:2]([CH3:24])[CH2:3][CH2:4][C:5]1([C:17]2[CH:22]=[CH:21][CH:20]=[CH:19][CH:18]=2)[CH2:6][C:7]2[C:8](=[CH:13][CH:14]=[CH:15][CH:16]=2)[C:9](=[O:10])[O:23]1. Procedure: To a flask equipped with a stirrer, condenser and gas inlet tube maintained under a nitrogen atmosphere there is added at room temperature 16.3 g (0.05 mole) of 2-(β-[2-dimethylaminoethyl]-β-hydroxyphenethyl)-N-methylbenzamide and 170 ml of o-dichloro benzene. Stirring is initiated and the mixture is heated at reflux for 18 hours. The excess o-dichlorobenzene is then removed by distillation in vacuo and the resulting oil is crystallized from ether to give 3-[2-dimethylaminoethyl]-3,4-dihydro-3-p...